From a dataset of the Open Reaction Database (ORD), a public repository of structured organic reaction records. describe an organic reaction: reactants, conditions, products, and yield Reactants: C=CC(=O)OC(C)(C)C, C[N+](C)(C)C, [Cl-], ClC(Cl)Cl, [Na+], [OH-], O. Yields the product CC(C)(C)OC(=O)C1CC1(Cl)Cl. RXN SMILES: [C:1]([CH:2]=[CH2:3])(=[O:4])[O:5][C:6]([CH3:7])([CH3:8])[CH3:9].[CH3:17][N+:18]([CH3:19])([CH3:20])[CH3:21].[Cl-:16].[Cl:10][CH:11]([Cl:12])[Cl:13].[Na+:15].[OH-:14].[OH2:22]>>[C:1]([CH:2]1[CH2:3][C:11]1([Cl:10])[Cl:13])(=[O:4])[O:5][C:6]([CH3:7])([CH3:8])[CH3:9]. The product is CS(=O)(=O)O[C@H]1CN(CC1)C(=O)OC(C)(C)C (tert-butyl (R)-3-(methylsulfonyloxy)pyrrolidine-1-carboxylate). The reactants are O[C@H]1CN(CC1)C(=O)OC(C)(C)C (tert-butyl (R)-3-hydroxypyrrolidine-1-carboxylate), O[C@H]1CN(CC1)C(=O)OC(C)(C)C (tert-butyl (R)-3-hydroxypyrrolidine-1-carboxylate), CS(=O)(=O)Cl (methanesulfonyl chloride), N1C[C@H](CC1)/C=C/C=1C=NC=NC1 ((R)-5-((E)-2-pyrrolidin-3-ylvinyl)pyrimidine). Reported procedure: One aspect of the present invention includes the method for the stereospecific synthesis of (R)-5-((E)-2-pyrrolidin-3-ylvinyl)pyrimidine (11) outlined in Scheme 1. Commercially available tert-butyl (R)-3-hydroxypyrrolidine-1-carboxylate (compound 1) is treated with methanesulfonyl chloride to give tert-butyl (R)-3-(methylsulfonyloxy)pyrrolidine-1-carboxylate (compound 2), which then is reacted with diethylmalonate and a suitable base (e.g., potassium tert-butoxide or sodium ethoxide) to give die... RXN SMILES: N1CC[C@H](/C=C/C2C=NC=NC=2)C1.[OH:14][C@@H:15]1[CH2:19][CH2:18][N:17]([C:20]([O:22][C:23]([CH3:26])([CH3:25])[CH3:24])=[O:21])[CH2:16]1.[CH3:27][S:28](Cl)(=[O:30])=[O:29]>>[CH3:27][S:28]([O:14][C@@H:15]1[CH2:19][CH2:18][N:17]([C:20]([O:22][C:23]([CH3:26])([CH3:25])[CH3:24])=[O:21])[CH2:16]1)(=[O:30])=[O:29]. Reactants: COC1=CC=C(C=C1)CCCCNC(C)C (4-[4-methoxyphenyl]-N-(1-methylethyl)butylamine). Solvent: Br (hydrobromic acid). Yields the product CC(C)NCCCCC1=CC=C(C=C1)O (4-[4-(1-methylethyl)aminobutyl]phenol). Yield: 53.4%. As a reaction SMILES: C[O:2][C:3]1[CH:8]=[CH:7][C:6]([CH2:9][CH2:10][CH2:11][CH2:12][NH:13][CH:14]([CH3:16])[CH3:15])=[CH:5][CH:4]=1>Br>[CH3:16][CH:14]([NH:13][CH2:12][CH2:11][CH2:10][CH2:9][C:6]1[CH:7]=[CH:8][C:3]([OH:2])=[CH:4][CH:5]=1)[CH3:15]. Procedure details: 4-[4-methoxyphenyl]-N-(1-methylethyl)butylamine (10 g) was added to 48% hydrobromic acid solution (70 ml) and the mixture was refluxed for 3 hours. The residual hydrobromic hydrogen acid was distilled off in vacuo and the residue was made alkaline with 10% sodium carbonate solution. The product was filtered, washed with water and dried to give 5.0 g of 4-[4-(1-methylethyl)aminobutyl]phenol. Mass spectrum and gas chromatography confirmed the identity and purity (93.5%) of the product.